Dataset: the Open Reaction Database (ORD), a public repository of structured organic reaction records. Task: describe an organic reaction: reactants, conditions, products, and yield Starting materials: [BH4-], CC(=O)O, CO, CC(OC(=O)OCc1ccc([N+](=O)[O-])cc1)C1C(=O)NC1CC=O, [Na+]. Reaction SMILES: [BH4-:25].[CH3:27][C:28](=[O:29])[OH:30].[CH3:31][OH:32].[N+:1](=[O:2])([O-:3])[c:4]1[cH:5][cH:6][c:7]([CH2:8][O:9][C:10](=[O:11])[O:12][CH:13]([CH3:14])[CH:15]2[C:16](=[O:22])[NH:17][CH:18]2[CH2:19][CH:20]=[O:21])[cH:23][cH:24]1.[Na+:26]>>[N+:1](=[O:2])([O-:3])[c:4]1[cH:5][cH:6][c:7]([CH2:8][O:9][C:10](=[O:11])[O:12][CH:13]([CH3:14])[CH:15]2[C:16](=[O:22])[NH:17][CH:18]2[CH2:19][CH2:20][OH:21])[cH:23][cH:24]1. Yields the product CC(OC(=O)OCc1ccc([N+](=O)[O-])cc1)C1C(=O)NC1CCO. The reactants are Cl (hydrogen chloride), C(C1=CC=CC=C1)(=O)C1=C(C=CC(=C1)C#N)O (2-benzoyl-4-cyanophenol), C(C)OCC (ethyl ether). Run in CO (methanol). The product is Cl.C(C1=CC=CC=C1)(=O)C1=C(C=CC(=C1)C=NOC)O (2-benzoyl-4-methoxyiminomethylphenol hydrochloride). RXN SMILES: [C:1]([C:9]1[CH:14]=[C:13]([C:15]#[N:16])[CH:12]=[CH:11][C:10]=1[OH:17])(=[O:8])[C:2]1[CH:7]=[CH:6][CH:5]=[CH:4][CH:3]=1.[ClH:18].[CH2:19]([O:21]CC)C>CO>[ClH:18].[C:1]([C:9]1[CH:14]=[C:13]([CH:15]=[N:16][O:21][CH3:19])[CH:12]=[CH:11][C:10]=1[OH:17])(=[O:8])[C:2]1[CH:3]=[CH:4][CH:5]=[CH:6][CH:7]=1 |f:4.5|. Reported procedure: A suspension of 214 g of 2-benzoyl-4-cyanophenol in 1.7 liters of anhydrous methanol was saturated with anhydrous hydrogen chloride, while being cooled in ice and stirred. After having been stirred overnight at room temperature, the mixture was mixed with a large volume of ethyl ether. The precipitated crystals were collected by filtration and dried to yield 156 g of 2-benzoyl-4-methoxyiminomethylphenol hydrochloride.